From a dataset of the Open Reaction Database (ORD), a public repository of structured organic reaction records. describe an organic reaction: reactants, conditions, products, and yield Procedure details: 4-methylcyclohexanone oxime in 5 mL 80% H2SO4 was added dropwise to H2SO4 (80%, 5 mL) while stirring and the reaction temperature was maintained at 120° C. with an external oil bath. An exotherm was observed. After 5 min, the reaction was removed from the oil bath and allowed to cool to room temperature. The reaction mixture was diluted with water (30 mL) and adjusted to pH 6 with concentrated NH4OH. This solution was further diluted with water (30 mL) and extracted with DCM (2×25 mL). The combi... Conditions: temperature 120 celsius, time 5 minute. Product: CC1CCC(NCC1)=O (5-methylazepan-2-one). Starting materials: CC1CCC(CC1)=NO (4-methylcyclohexanone oxime), OS(=O)(=O)O (H2SO4), OS(=O)(=O)O (H2SO4). Reaction SMILES: [CH3:1][CH:2]1[CH2:7][CH2:6][C:5](=[N:8]O)[CH2:4][CH2:3]1.[OH:10]S(O)(=O)=O>>[CH3:1][CH:2]1[CH2:7][CH2:6][NH:8][C:5](=[O:10])[CH2:4][CH2:3]1. RXN SMILES: [F:1][CH:2](F)[C:3]1[CH:21]=[CH:20][C:6]([C:7]([NH:9][C:10]2[CH:15]=[CH:14][CH:13]=[C:12]([C:16]([F:19])([F:18])[F:17])[CH:11]=2)=[O:8])=[CH:5][C:4]=1[C:22]1[CH:27]=[CH:26][N:25]=[C:24]([N:28]2[CH2:33][CH2:32][O:31][CH2:30][CH2:29]2)[CH:23]=1.C(N(S(F)(F)F)CC)C>C(Cl)Cl>[F:1][CH2:2][C:3]1[CH:21]=[CH:20][C:6]([C:7]([NH:9][C:10]2[CH:15]=[CH:14][CH:13]=[C:12]([C:16]([F:17])([F:18])[F:19])[CH:11]=2)=[O:8])=[CH:5][C:4]=1[C:22]1[CH:27]=[CH:26][N:25]=[C:24]([N:28]2[CH2:29][CH2:30][O:31][CH2:32][CH2:33]2)[CH:23]=1. The reactants are FC(C1=C(C=C(C(=O)NC2=CC(=CC=C2)C(F)(F)F)C=C1)C1=CC(=NC=C1)N1CCOCC1)F (4-(difluoromethyl)-3-(2-morpholinopyridin-4-yl)-N-(3-(trifluoromethyl)phenyl)benzamide), C(C)N(CC)S(F)(F)F ((diethylamino)sulfur trifluoride). The product is FCC1=C(C=C(C(=O)NC2=CC(=CC=C2)C(F)(F)F)C=C1)C1=CC(=NC=C1)N1CCOCC1 (4-(fluoromethyl)-3-(2-morpholinopyridin-4-yl)-N-(3-(trifluoromethyl)phenyl)benzamide). Conditions: temperature -78 celsius, time 3 hour. Yield: 16.0%. Procedure details: To a cooled solution of 4-(difluoromethyl)-3-(2-morpholinopyridin-4-yl)-N-(3-(trifluoromethyl)phenyl)benzamide (1.0 equiv.) in dry CH2Cl2 (0.05 M), (diethylamino)sulfur trifluoride (3.5 equiv.) was added portionwise under vigorous stirring. The resulting reaction mixture was stirred at −78° C. for 3 hrs, Quenched the reaction with sat NaHCO3 and extracted with DCM. The organic layer was washed with Brine, filtered over Na2SO4 and concentrated. The residue was purified by PREP HPLC to yield 4-(fl... Solvent: C(Cl)Cl (CH2Cl2).